Dataset: the Open Reaction Database (ORD), a public repository of structured organic reaction records. Task: describe an organic reaction: reactants, conditions, products, and yield Starting materials: FC1=CC=C(C(=O)C=2OC3=C(C2C)C(=C(C=C3)O)CC=C)C=C1 (2-(p-fluorobenzoyl)-3-methyl-4-allyl-5-hydroxybenzofuran). The reagents and catalysts are [Pd] (palladium on carbon). The solvent is C(C)O (ethanol). Yields the product FC1=CC=C(CC=2OC3=C(C2C)C(=C(C=C3)O)CCC)C=C1 (2-(p-fluorobenzyl)-3-methyl-4-propyl-5-hydroxybenzofuran). Yield: 41.9%. Reaction SMILES: [F:1][C:2]1[CH:23]=[CH:22][C:5]([C:6]([C:8]2[O:9][C:10]3[CH:17]=[CH:16][C:15]([OH:18])=[C:14]([CH2:19][CH:20]=[CH2:21])[C:11]=3[C:12]=2[CH3:13])=O)=[CH:4][CH:3]=1>C(O)C.[Pd]>[F:1][C:2]1[CH:3]=[CH:4][C:5]([CH2:6][C:8]2[O:9][C:10]3[CH:17]=[CH:16][C:15]([OH:18])=[C:14]([CH2:19][CH2:20][CH3:21])[C:11]=3[C:12]=2[CH3:13])=[CH:22][CH:23]=1. Procedure: A solution of 2-(p-fluorobenzoyl)-3-methyl-4-allyl-5-hydroxybenzofuran (1.5 gm; 4.8 mmoles) in ethanol (50 mL) was hydrogenated in a Parr apparatus in presence of 10% palladium on carbon. The catalyst was removed by filtration and the filtrate was concentrated to dryness. The residue was chromatographed on silica gel using 20% ethylacetate in hexane as eluent to yield 600 mg (42%) of 2-(p-fluorobenzyl)-3-methyl-4-propyl-5-hydroxybenzofuran, mp 121°-123° C. Starting materials: ClC=1C=C(C=2N(N1)C=CN2)NC2=NC(=CC=C2)N2[C@H](CCC2)C ((S)-6-chloro-N-(6-(2-methylpyrrolidin-1-yl)pyridin-2-yl)imidazo[1,2-b]pyridazin-8-amine), CC1=C(C(=O)OC)C=CC=C1B1OC(C(O1)(C)C)(C)C (methyl 2-methyl-3-(4,4,5,5-tetramethyl-1,3,2-dioxaborolan-2-yl)benzoate), CC(C)C1=CC(=C(C(=C1)C(C)C)C2=C(C=CC=C2)P(C3CCCCC3)C4CCCCC4)C(C)C (X-phos), C(=O)([O-])[O-].[Na+].[Na+] (Na2CO3). Reagents/catalysts: C=1C=CC(=CC1)/C=C/C(=O)/C=C/C2=CC=CC=C2.C=1C=CC(=CC1)/C=C/C(=O)/C=C/C2=CC=CC=C2.C=1C=CC(=CC1)/C=C/C(=O)/C=C/C2=CC=CC=C2.[Pd].[Pd] (Pd2(dba)3). Solvent: O1CCOCC1 (dioxane), O (water). Reaction conditions: temperature 100 celsius, time 16 hour. Yields the product CC1=C(C(=O)OC)C=CC=C1C=1C=C(C=2N(N1)C=CN2)NC2=NC(=CC=C2)N2[C@H](CCC2)C ((S)-methyl 2-methyl-3-(8-(6-(2-methylpyrrolidin-1-yl)pyridin-2-ylamino)imidazo[1,2-b]pyridazin-6-yl)benzoate). Yield: 42.8%. Reaction SMILES: Cl[C:2]1[CH:3]=[C:4]([NH:11][C:12]2[CH:17]=[CH:16][CH:15]=[C:14]([N:18]3[CH2:22][CH2:21][CH2:20][C@@H:19]3[CH3:23])[N:13]=2)[C:5]2[N:6]([CH:8]=[CH:9][N:10]=2)[N:7]=1.[CH3:24][C:25]1[C:34](B2OC(C)(C)C(C)(C)O2)=[CH:33][CH:32]=[CH:31][C:26]=1[C:27]([O:29][CH3:30])=[O:28].CC(C1C=C(C(C)C)C(C2C=CC=CC=2P(C2CCCCC2)C2CCCCC2)=C(C(C)C)C=1)C.C([O-])([O-])=O.[Na+].[Na+]>O1CCOCC1.O.C1C=CC(/C=C/C(/C=C/C2C=CC=CC=2)=O)=CC=1.C1C=CC(/C=C/C(/C=C/C2C=CC=CC=2)=O)=CC=1.C1C=CC(/C=C/C(/C=C/C2C=CC=CC=2)=O)=CC=1.[Pd].[Pd]>[CH3:24][C:25]1[C:34]([C:2]2[CH:3]=[C:4]([NH:11][C:12]3[CH:17]=[CH:16][CH:15]=[C:14]([N:18]4[CH2:22][CH2:21][CH2:20][C@@H:19]4[CH3:23])[N:13]=3)[C:5]3[N:6]([CH:8]=[CH:9][N:10]=3)[N:7]=2)=[CH:33][CH:32]=[CH:31][C:26]=1[C:27]([O:29][CH3:30])=[O:28] |f:3.4.5,8.9.10.11.12|. Procedure details: A mixture of (S)-6-chloro-N-(6-(2-methylpyrrolidin-1-yl)pyridin-2-yl)imidazo[1,2-b]pyridazin-8-amine (124 mg, 0.38 mmol), methyl 2-methyl-3-(4,4,5,5-tetramethyl-1,3,2-dioxaborolan-2-yl)benzoate (124 mg, 0.45 mmol), Pd2(dba)3 (22 mg, 0.038 mmol), X-phos (73 mg, 0.152 mmol) and Na2CO3 (121 mg, 1.14 mmol) in dioxane (10 mL) and water (1 mL) was heated to 100° C. with stirring for 16 h under N2. The solvent was removed in vacuo and the resulting mixture was purified by chromatography (silica gel, 20... Reactants: CC(=CCc1cccc(O)c1O)CCCC(C)CCCC(C)CCCC(C)C, CO, Cl, O. Product: CC(C)CCCC(C)CCCC(C)CCCC1(C)CCc2cccc(O)c2O1. As a reaction SMILES: [CH3:1][C:2](=[CH:3][CH2:4][c:5]1[c:6]([OH:12])[c:7]([OH:11])[cH:8][cH:9][cH:10]1)[CH2:13][CH2:14][CH2:15][CH:16]([CH2:17][CH2:18][CH2:19][CH:20]([CH2:21][CH2:22][CH2:23][CH:24]([CH3:25])[CH3:26])[CH3:27])[CH3:28].[CH3:31][OH:32].[ClH:29].[OH2:30]>>[CH3:1][C:2]1([CH2:13][CH2:14][CH2:15][CH:16]([CH2:17][CH2:18][CH2:19][CH:20]([CH2:21][CH2:22][CH2:23][CH:24]([CH3:25])[CH3:26])[CH3:27])[CH3:28])[CH2:3][CH2:4][c:5]2[c:6]([c:7]([OH:11])[cH:8][cH:9][cH:10]2)[O:12]1. Starting materials: BrC1=CC=2CC3=CC=CC=C3C2C=C1 (2-bromofluorene), S(O)(O)(=O)=O (sulfuric-acid), II (iodine), I(=O)(=O)O (iodic acid). Run in O (water), C(C)(=O)O (acetic acid). Run at temperature 85 celsius. Yields the product BrC1=CC=2CC3=CC(=CC=C3C2C=C1)I (2- Bromo-7- iodofluorene). Yield: 317.0%. RXN SMILES: [Br:1][C:2]1[CH:14]=[CH:13][C:12]2[C:11]3[C:6](=[CH:7][CH:8]=[CH:9][CH:10]=3)[CH2:5][C:4]=2[CH:3]=1.S(=O)(=O)(O)O.II.[I:22](O)(=O)=O>O.C(O)(=O)C>[Br:1][C:2]1[CH:14]=[CH:13][C:12]2[C:11]3[C:6](=[CH:7][C:8]([I:22])=[CH:9][CH:10]=3)[CH2:5][C:4]=2[CH:3]=1. Procedure details: A mixture of 2-bromofluorene (12.61 g, 50 mmol), acetic acid (125 mL), water (9 mL), concentrated sulfuric-acid (4 mL), iodine (5.1 g, 20.1 mmol) and iodic acid (2.2 g, 12.5 mmol) was heated at 80-90° C. for 2 hours, cooled and filtered. The solids were washed with acetic acid (100 mL) and water (500 mL), to yield the product 14.7 g (79% yield), m.p. 179-185° C. Mass Spec: m/z 418 (M+ diiodo), 370, 372 (M+ iodobromo), 322, 324,326 (M+ dibromo). Starting materials: C(=O)(Cl)Cl (Phosgene), N1=CC=CC=C1 (pyridine), CC1=NC2=C(N1C(=O)OC(C)(C)C)C=C(C=C2)C=2C=CC1=C(CNCCO1)C2 (1,1-dimethylethyl 2-methyl-6-(2,3,4,5-tetrahydro-1,4-benzoxazepin-7-yl)-1H-benzimidazole-1-carboxylate). Solvent: C(Cl)(Cl)Cl (chloroform), C(Cl)(Cl)Cl (chloroform). Conditions: temperature 0 celsius, time 15 minute. Yields the product ClC(=O)N1CCOC2=C(C1)C=C(C=C2)C=2C=CC1=C(N(C=N1)C(=O)OC(C)(C)C)C2 (1,1-dimethylethyl 6-[4-(chlorocarbonyl)-2,3,4,5-tetrahydro-1,4-benzoxazepin-7-yl]-1H-benzimidazole-1-carboxylate). The yield is 59.0%. As a reaction SMILES: [C:1]([Cl:4])(Cl)=[O:2].N1C=CC=CC=1.C[C:12]1[N:16]([C:17]([O:19][C:20]([CH3:23])([CH3:22])[CH3:21])=[O:18])[C:15]2[CH:24]=[C:25]([C:28]3[CH:29]=[CH:30][C:31]4[O:37][CH2:36][CH2:35][NH:34][CH2:33][C:32]=4[CH:38]=3)[CH:26]=[CH:27][C:14]=2[N:13]=1>C(Cl)(Cl)Cl>[Cl:4][C:1]([N:34]1[CH2:33][C:32]2[CH:38]=[C:28]([C:25]3[CH:26]=[CH:27][C:14]4[N:13]=[CH:12][N:16]([C:17]([O:19][C:20]([CH3:22])([CH3:21])[CH3:23])=[O:18])[C:15]=4[CH:24]=3)[CH:29]=[CH:30][C:31]=2[O:37][CH2:36][CH2:35]1)=[O:2]. Procedure: Phosgene (20 W % in toluene) (190 uL, 0.38 mmol) was added by syringe to a 0° C. cooled solution of pyridine (100 uL, 1.2 mmol) in chloroform (3 mL) followed by addition of 1,1-dimethylethyl 2-methyl-6-(2,3,4,5-tetrahydro-1,4-benzoxazepin-7-yl)-1H-benzimidazole-1-carboxylate as obtained in step 7 as a solution in chloroform (1 mL). The mixture was stirred for 15 minutes at 0° C. then partitioned with 10% aqueous citric acid. The organic phase was dried over anhydrous sodium sulfate then filtered... Reactants: OCCNCCC[Si](O[Si](C)(C)C)(O[Si](C)(C)C)O[Si](C)(C)C (N-(2-hydroxyethyl)-3-aminopropyltris(trimethylsiloxy) silane), N1=CC=CC=C1 (pyridine), ClC(=O)OC=C (vinyl chloroformate). The solvent is CCOCC (ether). Conditions: time 24 hour. The product is C(OCCNCCC[Si](O[Si](C)(C)C)(O[Si](C)(C)C)O[Si](C)(C)C)(OC=C)=O (3-[Tris(trimethylsiloxy)silyl]propylaminoethyl vinyl carbonate). Reaction SMILES: [OH:1][CH2:2][CH2:3][NH:4][CH2:5][CH2:6][CH2:7][Si:8]([O:19][Si:20]([CH3:23])([CH3:22])[CH3:21])([O:14][Si:15]([CH3:18])([CH3:17])[CH3:16])[O:9][Si:10]([CH3:13])([CH3:12])[CH3:11].N1C=CC=CC=1.Cl[C:31]([O:33][CH:34]=[CH2:35])=[O:32]>CCOCC>[C:31](=[O:32])([O:33][CH:34]=[CH2:35])[O:1][CH2:2][CH2:3][NH:4][CH2:5][CH2:6][CH2:7][Si:8]([O:9][Si:10]([CH3:11])([CH3:12])[CH3:13])([O:19][Si:20]([CH3:22])([CH3:21])[CH3:23])[O:14][Si:15]([CH3:18])([CH3:17])[CH3:16]. Procedure: To a 250 mL 3-neck round bottom flask fitted with a magnetic stirrer, condenser, nitrogen blanket, dropping funnel, ice-water bath and thermometer was added 6.3 g (15.8 mmol) N-(2-hydroxyethyl)-3-aminopropyltris(trimethylsiloxy) silane, 1.37 g (17.4 mmol) of pyridine and 100 mL ether. To the reaction mixture was added 1.68 g (15.8 mmol) of vinyl chloroformate so that the temperature remained below 5° C. After stirring at room temperature for 24 hours the reaction mixture was washed with 100 mL 2... The product is S1C(=NC2=C1C=CC=C2)N2CCC(CC2)CO (1-(BENZOTHIAZOL-2-YL)-4-HYDROXYMETHYLPIPERIDINE). Procedure: 30 g of 4-hydroxymethylpiperidine, 44 g of 2-chlorobenzothiazole and 72 g of potassium carbonate are reacted in 600 ml of acetonitrile under reflux overnight. After filtration and evaporation of the solvent, the residue is taken up in 200 ml of ethyl acetate and extracted with 1N hydrochloric acid. The aqueous phase is made alkaline with caustic soda and extracted with dichloromethane. The expected product is obtained by drying and evaporation. Reaction SMILES: [OH:1][CH2:2][CH:3]1[CH2:8][CH2:7][NH:6][CH2:5][CH2:4]1.Cl[C:10]1[S:11][C:12]2[CH:18]=[CH:17][CH:16]=[CH:15][C:13]=2[N:14]=1.C(=O)([O-])[O-].[K+].[K+]>C(#N)C>[S:11]1[C:12]2[CH:18]=[CH:17][CH:16]=[CH:15][C:13]=2[N:14]=[C:10]1[N:6]1[CH2:7][CH2:8][CH:3]([CH2:2][OH:1])[CH2:4][CH2:5]1 |f:2.3.4|. The reactants are OCC1CCNCC1 (4-hydroxymethylpiperidine), ClC=1SC2=C(N1)C=CC=C2 (2-chlorobenzothiazole), C([O-])([O-])=O.[K+].[K+] (potassium carbonate). Run in C(C)#N (acetonitrile).